Dataset: the Open Reaction Database (ORD), a public repository of structured organic reaction records. Task: describe an organic reaction: reactants, conditions, products, and yield Starting materials: C(C)(=O)Cl (acetyl chloride), CO (methanol), O1C(C(C2=C1C=CC=C2)=O)=NO (benzofuran-2,3-dione 2-oxime). Run in CC(=O)C (acetone). The product is OC1=C(C=CC=C1)C(C(=O)OC)=O (Methyl 2-Hydroxyphenylglyoxylate). RXN SMILES: [C:1](Cl)(=[O:3])C.C[OH:6].[O:7]1[C:11]2[CH:12]=[CH:13][CH:14]=[CH:15][C:10]=2[C:9](=[O:16])[C:8]1=NO>CC(C)=O>[OH:7][C:11]1[CH:12]=[CH:13][CH:14]=[CH:15][C:10]=1[C:9](=[O:16])[C:8]([O:3][CH3:1])=[O:6]. Reported procedure: 6.38 g of acetyl chloride (0.081 mol) are added dropwise to a mixture of 65 ml of methanol and 65 ml of acetone. 5.2 g (0.032 mol) of benzofuran-2,3-dione 2-oxime are dissolved in this mixture, and the mixture is subsequently heated under reflux for 1 hour. The solvent is distilled off under reduced pressure, the residue is poured into water, the product is extracted with diethyl ether, the organic phase is dried over sodium sulphate and the solvent is distilled off under reduced pressure. This ...